From a dataset of the Open Reaction Database (ORD), a public repository of structured organic reaction records. describe an organic reaction: reactants, conditions, products, and yield Starting materials: COC(=O)[C@@]12NC([C@@H]3C[C@H](CCN3C(N(CCCCC=C[C@@H]2C1)C)=O)OC1=NC(=NC(=C1)C1=C(SC(=C1)C)C)C=1SC=C(N1)C(F)(F)F)=O ((1S,4R,6S,18S)-18[6-(2,5-Dimethylthien-3-yl)-2-(4-trifluoromethylthiazol-2-yl)-pyrimidin-4-yloxy]-13-N-methyl-2,14-dioxo-3,13,15-triazatricyclo[13.4.0.0*4,6*]-nonadec-7-ene-4-carboxylic acid methyl ester), C(#C)C=1N=C(SC1)C1=NC2=C(C(=CC=C2C(=C1)O[C@@H]1CCN2C(N(CCCC\C=C/[C@@H]3C[C@]3(NC([C@@H]2C1)=O)C(=O)O)C)=O)OC)C ((Z)-(1S,4R,6S,18R)-18-[2-(4-ethynyl-thiazol-2-yl)-7-methoxy-8-methyl-quinolin-4-yloxy]-13-methyl-2,14-dioxo-3,13,15-triaza-tricyclo[13.4.0.0*4,6*]nonadec-7-ene-4-carboxylic acid). The product is CC=1SC(=CC1C1=CC(=NC(=N1)C=1SC=C(N1)C(F)(F)F)O[C@H]1CCN2C(N(CCCCC=C[C@@H]3C[C@]3(NC([C@@H]2C1)=O)C(=O)O)C)=O)C ((1S,4R,6S,18S)-18[6-(2,5-Dimethylthien-3-yl)-2-(4-trifluoromethylthiazol-2-yl)-pyrimidin-4-yloxy]-13-N-methyl-2,14-dioxo-3,13,15-triazatricyclo[13.4.0.0*4,6*]-nonadec-7-ene-4-carboxylic acid). Isolated yield 90.0%. As a reaction SMILES: C[O:2][C:3]([C@@:5]12[CH2:23][C@H:22]1[CH:21]=[CH:20][CH2:19][CH2:18][CH2:17][CH2:16][N:15]([CH3:24])[C:14](=[O:25])[N:13]1[C@@H:8]([CH2:9][C@@H:10]([O:26][C:27]3[CH:32]=[C:31]([C:33]4[CH:37]=[C:36]([CH3:38])[S:35][C:34]=4[CH3:39])[N:30]=[C:29]([C:40]4[S:41][CH:42]=[C:43]([C:45]([F:48])([F:47])[F:46])[N:44]=4)[N:28]=3)[CH2:11][CH2:12]1)[C:7](=[O:49])[NH:6]2)=[O:4].C(C1N=C(C2C=C(O[C@H]3C[C@@H]4N(C(=O)N(C)CCCCC=C[C@H]5[C@](C(O)=O)(NC4=O)C5)CC3)C3C(=C(C)C(OC)=CC=3)N=2)SC=1)#C>>[CH3:39][C:34]1[S:35][C:36]([CH3:38])=[CH:37][C:33]=1[C:31]1[N:30]=[C:29]([C:40]2[S:41][CH:42]=[C:43]([C:45]([F:46])([F:47])[F:48])[N:44]=2)[N:28]=[C:27]([O:26][C@@H:10]2[CH2:9][C@@H:8]3[N:13]([C:14](=[O:25])[N:15]([CH3:24])[CH2:16][CH2:17][CH2:18][CH2:19][CH:20]=[CH:21][C@H:22]4[C@:5]([C:3]([OH:4])=[O:2])([NH:6][C:7]3=[O:49])[CH2:23]4)[CH2:12][CH2:11]2)[CH:32]=1. Reported procedure: (1S,4R,6S,18S)-18[6-(2,5-Dimethylthien-3-yl)-2-(4-trifluoromethylthiazol-2-yl)-pyrimidin-4-yloxy]-13-N-methyl-2,14-dioxo-3,13,15-triazatricyclo[13.4.0.0*4,6*]-nonadec-7-ene-4-carboxylic acid 42v was synthesized from compound 41v (69 mg, 1.0 eq.), according to the procedure as described for compound 38, as a yellow oil in 90% yield. MS (ESI, EI−) m/z=703(MH−). Starting materials: OCC1=CC=2C(C3=CC=CC=C3C(C2C=C1)=O)=O (2-(hydroxymethyl)anthraquinone), C(#N)CCOP(N(C(C)C)C(C)C)N(C(C)C)C(C)C (2-cyanoethyl-N,N,N′,N′-tetraisopropylphosphorodiamidite), N1N=NN=C1 (tetrazole). Yields the product P(O)(O)N.C1=CC=CC=2C(C3=CC=CC=C3C(C12)=O)=O (anthraquinone phosphoramidite). RXN SMILES: [OH:1]C[C:3]1[CH:16]=[CH:15][C:14]2[C:13](=[O:17])[C:12]3[C:7](=[CH:8][CH:9]=[CH:10][CH:11]=3)[C:6](=[O:18])[C:5]=2[CH:4]=1.C(CC[O:23][P:24]([N:32](C(C)C)C(C)C)N(C(C)C)C(C)C)#N.N1C=NN=N1>>[P:24]([NH2:32])([OH:23])[OH:1].[CH:8]1[C:7]2[C:6](=[O:18])[C:5]3[C:14](=[CH:15][CH:16]=[CH:3][CH:4]=3)[C:13](=[O:17])[C:12]=2[CH:11]=[CH:10][CH:9]=1 |f:3.4|. Procedure details: Alternatively, reaction of 2-(hydroxymethyl)anthraquinone (4) with 2-cyanoethyl-N,N,N′,N′-tetraisopropylphosphorodiamidite and tetrazole afforded the phosphoramidite 5 as a bright yellow solid material after filtration and aqueous workup. The reactants are C(C)(C)(C)OC(=O)N=C1SC=C(N1)C(C(=O)O)=O (2-(2-tert.-butoxycarbonylimino-4-thiazolin-4-yl)-glyoxylic acid), NN1C(N(CC1)C)=O (1-amino-2-oxo-3-methyl-imidazolidine). The solvent is C(C)O (ethanol). Conditions: time 8 hour. Product: C(C)(C)(C)OC(=O)N=C1SC=C(N1)C(C(=O)O)=NN1C(N(CC1)C)=O (2-(2-tert.-Butoxycarbonylimino-4-thiazolin-4-yl)-N-(3-methylimidazolidin-2-on-1-yl)-2-iminoacetic acid). RXN SMILES: [C:1]([O:5][C:6]([N:8]=[C:9]1[NH:13][C:12]([C:14](=O)[C:15]([OH:17])=[O:16])=[CH:11][S:10]1)=[O:7])([CH3:4])([CH3:3])[CH3:2].[NH2:19][N:20]1[CH2:24][CH2:23][N:22]([CH3:25])[C:21]1=[O:26]>C(O)C>[C:1]([O:5][C:6]([N:8]=[C:9]1[NH:13][C:12]([C:14](=[N:19][N:20]2[CH2:24][CH2:23][N:22]([CH3:25])[C:21]2=[O:26])[C:15]([OH:17])=[O:16])=[CH:11][S:10]1)=[O:7])([CH3:4])([CH3:3])[CH3:2]. Procedure: 13.1 g of 2-(2-tert.-butoxycarbonylimino-4-thiazolin-4-yl)-glyoxylic acid are dissolved in 160 ml of ethanol by warming for a short time. 5.5 g of 1-amino-2-oxo-3-methyl-imidazolidine are added to this solution at 20° C. After standing overnight, the reaction mixture is evaporated in a rotary evaporator, the residue is treated with water and the precipitate is filtered off. Excess NaHCO3 solution is added to this precipitate and the undissolved material is filtered off. The filtrate is acidified... Procedure details: Ethyl 3-(4,7-dichloro-2-methylnaphthalen-1-yl)propanoate (1.583 g, 5.087 mmoles) was dissolved in dry toluene (25 ml) under nitrogen with syringe cap attached to flask. The soluton was cooled to -78° C. in dry ice-acetone bath and diisobutylaluminum hydride (3.62 ml of a 1.5M solution in toluene; 5.443 mmoles ) was added dropwise slowly by syringe. Stirring was continued at -78° C. for 1 hour. Then while still at -78° C., the reaction was poured quickly into an aqueous NH4Cl solution with stirri... Product: ClC1=CC(=C(C2=CC(=CC=C12)Cl)CCC=O)C (3-(4,7-Dichloro-2-methylnaphthalen-1-yl)propanal). Isolated yield 51.6%. The reactants are [H-].C(C(C)C)[Al+]CC(C)C (diisobutylaluminum hydride), [NH4+].[Cl-] (NH4Cl), ClC1=CC(=C(C2=CC(=CC=C12)Cl)CCC(=O)OCC)C (Ethyl 3-(4,7-dichloro-2-methylnaphthalen-1-yl)propanoate), solution. Conditions: time 1 hour. Solvent: C1(=CC=CC=C1)C (toluene), C1(=CC=CC=C1)C (toluene), C(=O)=O.CC(=O)C (dry ice acetone). As a reaction SMILES: [Cl:1][C:2]1[C:11]2[C:6](=[CH:7][C:8]([Cl:12])=[CH:9][CH:10]=2)[C:5]([CH2:13][CH2:14][C:15](OCC)=[O:16])=[C:4]([CH3:20])[CH:3]=1.[H-].C([Al+]CC(C)C)C(C)C.[NH4+].[Cl-]>C1(C)C=CC=CC=1.C(=O)=O.CC(C)=O>[Cl:1][C:2]1[C:11]2[C:6](=[CH:7][C:8]([Cl:12])=[CH:9][CH:10]=2)[C:5]([CH2:13][CH2:14][CH:15]=[O:16])=[C:4]([CH3:20])[CH:3]=1 |f:1.2,3.4,6.7|. Reactants: FC=1C=CC2=C(C(=CCO2)C#N)C1 (6-fluoro-4-cyano-2H-benzopyran), [Mg] (magnesium). Run in CO (methanol). Conditions: time 2 hour. Yields the product FC=1C=CC2=C(C(CCO2)C#N)C1 (6-fluoro-2,3-dihydro-4-cyano-4H-benzopyran). Yield: 55.2%. RXN SMILES: [F:1][C:2]1[CH:3]=[CH:4][C:5]2[O:10][CH2:9][CH:8]=[C:7]([C:11]#[N:12])[C:6]=2[CH:13]=1.[Mg]>CO>[F:1][C:2]1[CH:3]=[CH:4][C:5]2[O:10][CH2:9][CH2:8][CH:7]([C:11]#[N:12])[C:6]=2[CH:13]=1. Reported procedure: To a solution of 16.1 g (0.092 moles) of 6-fluoro-4-cyano-2H-benzopyran in 270 mL of absolute methanol was added 5.52 g (0.23 mole) of magnesium turnings. The resulting exothermic reaction was allowed to reflux then stirred at room temperature for 2 hours. The volatiles were evaporated and the residue dissolved in water which was acidified to pH 2.0 with concentrated HCl. The aqueous was extracted with EtOAc and the EtOAc layer was dried over Na2SO4, filtered and evaporated to give 16 g of crude... Starting materials: Cl, O=C(Cl)c1cccc(C(F)(F)F)c1, N#CSc1sc(N)nc1C(F)(F)F, O, c1ccncc1. Yields the product N#CSc1sc(NC(=O)c2cccc(C(F)(F)F)c2)nc1C(F)(F)F. As a reaction SMILES: [ClH:28].[F:14][C:15]([c:16]1[cH:17][c:18]([C:19](=[O:20])[Cl:21])[cH:22][cH:23][cH:24]1)([F:25])[F:26].[NH2:1][c:2]1[s:3][c:4]([S:11][C:12]#[N:13])[c:5]([C:7]([F:8])([F:9])[F:10])[n:6]1.[OH2:27].[cH:29]1[cH:30][cH:31][n:32][cH:33][cH:34]1>>[NH:1]([c:2]1[s:3][c:4]([S:11][C:12]#[N:13])[c:5]([C:7]([F:8])([F:9])[F:10])[n:6]1)[C:19]([c:18]1[cH:17][c:16]([C:15]([F:14])([F:25])[F:26])[cH:24][cH:23][cH:22]1)=[O:20]. Starting materials: COC(=O)c1cc(N)nc(-c2cc(F)c(Cl)cc2F)n1, CC#N, O=C1CCC(=O)N1Cl. Product: COC(=O)c1nc(-c2cc(F)c(Cl)cc2F)nc(N)c1Cl. Reaction SMILES: [CH3:1][O:2][C:3](=[O:4])[c:5]1[n:6][c:7](-[c:12]2[c:13]([F:20])[cH:14][c:15]([Cl:19])[c:16]([F:18])[cH:17]2)[n:8][c:9]([NH2:11])[cH:10]1.[CH3:29][C:30]#[N:31].[Cl:21][N:22]1[C:23](=[O:24])[CH2:25][CH2:26][C:27]1=[O:28]>>[CH3:1][O:2][C:3](=[O:4])[c:5]1[n:6][c:7](-[c:12]2[c:13]([F:20])[cH:14][c:15]([Cl:19])[c:16]([F:18])[cH:17]2)[n:8][c:9]([NH2:11])[c:10]1[Cl:21].